This data is from the Open Reaction Database (ORD), a public repository of structured organic reaction records. The task is: describe an organic reaction: reactants, conditions, products, and yield The reactants are O1CCC2=C1C=CC(=C2)C2=NN=C(O2)S (5-(2,3-dihydro-1-benzofuran-5-yl)-1,3,4-oxadiazole-2-thiol), ClCC1CC1 ((chloromethyl)cyclopropane). Product: C1(CC1)CSC=1OC(=NN1)C=1C=CC2=C(CCO2)C1 (2-[(cyclopropylmethyl)thio]-5-(2,3-dihydro-1-benzofuran-5-yl)-1,3,4-oxadiazole). Isolated yield 56.0%. Reaction SMILES: [O:1]1[C:5]2[CH:6]=[CH:7][C:8]([C:10]3[O:14][C:13]([SH:15])=[N:12][N:11]=3)=[CH:9][C:4]=2[CH2:3][CH2:2]1.Cl[CH2:17][CH:18]1[CH2:20][CH2:19]1>>[CH:18]1([CH2:17][S:15][C:13]2[O:14][C:10]([C:8]3[CH:7]=[CH:6][C:5]4[O:1][CH2:2][CH2:3][C:4]=4[CH:9]=3)=[N:11][N:12]=2)[CH2:20][CH2:19]1. Procedure details: In the same manner as in Example 1 and using 5-(2,3-dihydro-1-benzofuran-5-yl)-1,3,4-oxadiazole-2-thiol instead of 5-(benzothiazol-6-yl)-1,3,4-oxadiazole-2-thiol and (chloromethyl)cyclopropane instead of 3-(trifluoromethyl)benzyl chloride, the title compound (yield 56%) was obtained as colorless crystals. Starting materials: S(C)C (Me2S), FC1=C(C=C(C(=C1)F)F)CCC(=O)O (3-(2,4,5-Trifluorophenyl)propionic acid), Cl (HCl). The solvent is C1CCOC1 (THF). Conditions: temperature 0 celsius, time 30 minute. Product: FC1=C(C=C(C(=C1)F)F)CCCO (3-(2,4,5-Trifluorophenyl)propan-1-ol). Yield: 104.2%. As a reaction SMILES: [F:1][C:2]1[CH:7]=[C:6]([F:8])[C:5]([F:9])=[CH:4][C:3]=1[CH2:10][CH2:11][C:12](O)=[O:13].S(C)C.Cl>C1COCC1>[F:1][C:2]1[CH:7]=[C:6]([F:8])[C:5]([F:9])=[CH:4][C:3]=1[CH2:10][CH2:11][CH2:12][OH:13]. Reported procedure: 3-(2,4,5-Trifluorophenyl)propionic acid (3.25 g, 16.0 mmol; from Step 1) was dissolved in THF (15 mL) and cooled to 0° C. To this solution was added Me2S.BH3 (3.2 mL, ˜32 mmol) dropwise under 30 min and the resulting mixture was then heated at 70° C. for 30 min. After cooling to 0° C., 6 M aqueous HCl (20 mL) was added dropwise. The mixture was heated at 70° C. for 1 h. After cooling to room temperature the mixture was extracted with ether (2×20 mL) and the combined organic layers were washed wi... Starting materials: Fc1ccc(Br)nc1, CN(C)C=O, CC1(C)OB(c2ccc(C(=O)C(F)(F)F)cc2)OC1(C)C, [Na+], [Na+], O=C([O-])[O-], O. Product: O=C(c1ccc(-c2ccc(F)cn2)cc1)C(F)(F)F. As a reaction SMILES: [Br:22][c:23]1[n:24][cH:25][c:26]([F:29])[cH:27][cH:28]1.[CH3:36][N:37]([CH3:38])[CH:39]=[O:40].[F:1][C:2]([C:3](=[O:4])[c:5]1[cH:6][cH:7][c:8]([B:11]2[O:12][C:13]([CH3:14])([CH3:15])[C:16]([CH3:17])([CH3:18])[O:19]2)[cH:9][cH:10]1)([F:20])[F:21].[Na+:30].[Na+:31].[O-:32][C:33](=[O:34])[O-:35].[OH2:41]>>[F:1][C:2]([C:3](=[O:4])[c:5]1[cH:6][cH:7][c:8](-[c:23]2[n:24][cH:25][c:26]([F:29])[cH:27][cH:28]2)[cH:9][cH:10]1)([F:20])[F:21]. The reactants are O=c1ccc(Br)cn1CCF, O=C([O-])[O-], C1COCCO1, CCOC(C)=O, [Cs+], [Cs+], O, CC(c1ccc(B2OC(C)(C)C(C)(C)O2)cc1)N1CCC(CC(C)(C)O)(c2ccccc2)OC1=O, Cl[Pd]Cl, c1ccc(P(c2ccccc2)c2ccccc2)cc1, c1ccc(P(c2ccccc2)c2ccccc2)cc1. The product is CC(c1ccc(-c2ccc(=O)n(CCF)c2)cc1)N1CCC(CC(C)(C)O)(c2ccccc2)OC1=O. Reaction SMILES: [Br:36][c:37]1[cH:38][cH:39][c:40](=[O:46])[n:41]([CH2:43][CH2:44][F:45])[cH:42]1.[C:47](=[O:48])([O-:49])[O-:50].[CH2:59]1[O:60][CH2:61][CH2:62][O:63][CH2:64]1.[CH3:53][CH2:54][O:55][C:56]([CH3:57])=[O:58].[Cs+:51].[Cs+:52].[OH2:106].[OH:1][C:2]([CH2:3][C:4]1([c:28]2[cH:29][cH:30][cH:31][cH:32][cH:33]2)[CH2:5][CH2:6][N:7]([CH:11]([CH3:12])[c:13]2[cH:14][cH:15][c:16]([B:19]3[O:20][C:21]([CH3:22])([CH3:23])[C:24]([CH3:25])([CH3:26])[O:27]3)[cH:17][cH:18]2)[C:8](=[O:10])[O:9]1)([CH3:34])[CH3:35].[Pd:65]([Cl:66])[Cl:67].[c:68]1([P:69]([c:70]2[cH:71][cH:72][cH:73][cH:74][cH:75]2)[c:76]2[cH:77][cH:78][cH:79][cH:80][cH:81]2)[cH:82][cH:83][cH:84][cH:85][cH:86]1.[c:87]1([P:88]([c:89]2[cH:90][cH:91][cH:92][cH:93][cH:94]2)[c:95]2[cH:96][cH:97][cH:98][cH:99][cH:100]2)[cH:101][cH:102][cH:103][cH:104][cH:105]1>>[OH:1][C:2]([CH2:3][C:4]1([c:28]2[cH:29][cH:30][cH:31][cH:32][cH:33]2)[CH2:5][CH2:6][N:7]([CH:11]([CH3:12])[c:13]2[cH:14][cH:15][c:16](-[c:37]3[cH:38][cH:39][c:40](=[O:46])[n:41]([CH2:43][CH2:44][F:45])[cH:42]3)[cH:17][cH:18]2)[C:8](=[O:10])[O:9]1)([CH3:34])[CH3:35]. Reactants: CC(C)Oc1cc2c(cc1[N+](=O)[O-])C(=O)N(C1CCN(C(=O)OC(C)(C)C)CC1)C2O, CN(C)C=O, O. Product: CC(C)Oc1cc2c(cc1[N+](=O)[O-])C(=O)N(C1CCN(C(=O)OC(C)(C)C)CC1)C2=O. Reaction SMILES: [C:1]([CH3:2])([CH3:3])([CH3:4])[O:5][C:6](=[O:7])[N:8]1[CH2:9][CH2:10][CH:11]([N:14]2[CH:15]([OH:31])[c:16]3[cH:17][c:18]([O:27][CH:28]([CH3:29])[CH3:30])[c:19]([N+:24](=[O:25])[O-:26])[cH:20][c:21]3[C:22]2=[O:23])[CH2:12][CH2:13]1.[O:33]=[CH:34][N:35]([CH3:36])[CH3:37].[OH2:32]>>[C:1]([CH3:2])([CH3:3])([CH3:4])[O:5][C:6](=[O:7])[N:8]1[CH2:9][CH2:10][CH:11]([N:14]2[C:15](=[O:31])[c:16]3[cH:17][c:18]([O:27][CH:28]([CH3:29])[CH3:30])[c:19]([N+:24](=[O:25])[O-:26])[cH:20][c:21]3[C:22]2=[O:23])[CH2:12][CH2:13]1. Reactants: CO, CCOC(=O)COC(=O)N1CCN(c2ccc(-c3cccc(C(F)(F)F)c3)nc2)CC1, N, C1CCOC1. Yields the product NC(=O)COC(=O)N1CCN(c2ccc(-c3cccc(C(F)(F)F)c3)nc2)CC1. Reaction SMILES: [CH3:38][OH:39].[F:2][C:3]([c:4]1[cH:5][c:6](-[c:10]2[cH:11][cH:12][c:13]([N:16]3[CH2:17][CH2:18][N:19]([C:22](=[O:23])[O:24][CH2:25][C:26](=[O:27])[O:28][CH2:29][CH3:30])[CH2:20][CH2:21]3)[cH:14][n:15]2)[cH:7][cH:8][cH:9]1)([F:31])[F:32].[NH3:1].[O:33]1[CH2:34][CH2:35][CH2:36][CH2:37]1>>[NH2:1][C:26]([CH2:25][O:24][C:22]([N:19]1[CH2:18][CH2:17][N:16]([c:13]2[cH:12][cH:11][c:10](-[c:6]3[cH:5][c:4]([C:3]([F:2])([F:31])[F:32])[cH:9][cH:8][cH:7]3)[n:15][cH:14]2)[CH2:21][CH2:20]1)=[O:23])=[O:27]. The reactants are Cl.C(#N)CNC(=O)[C@H]1NC[C@@H](C1)S(=O)(=O)C1=C(C=CC=C1)C(F)(F)F ((2S,4R)-4-(2-trifluoromethyl-benzenesulfonyl)-pyrrolidine-2-carboxylic acid cyanomethyl-amide hydrochloride), FC1=CC=C(C(=O)O)C=C1 (4-fluoro-benzoic acid), A1. The product is C(#N)CNC(=O)[C@H]1N(C[C@@H](C1)S(=O)(=O)C1=C(C=CC=C1)C(F)(F)F)C(C1=CC=C(C=C1)F)=O ((2S,4R)-1-(4-fluoro-benzoyl)-4-(2-trifluoromethyl-benzenesulfonyl)-pyrrolidine-2-carboxylic acid cyanomethyl-amide). RXN SMILES: Cl.[C:2]([CH2:4][NH:5][C:6]([C@@H:8]1[CH2:12][C@@H:11]([S:13]([C:16]2[CH:21]=[CH:20][CH:19]=[CH:18][C:17]=2[C:22]([F:25])([F:24])[F:23])(=[O:15])=[O:14])[CH2:10][NH:9]1)=[O:7])#[N:3].[F:26][C:27]1[CH:35]=[CH:34][C:30]([C:31](O)=[O:32])=[CH:29][CH:28]=1>>[C:2]([CH2:4][NH:5][C:6]([C@@H:8]1[CH2:12][C@@H:11]([S:13]([C:16]2[CH:21]=[CH:20][CH:19]=[CH:18][C:17]=2[C:22]([F:25])([F:23])[F:24])(=[O:15])=[O:14])[CH2:10][N:9]1[C:31](=[O:32])[C:30]1[CH:34]=[CH:35][C:27]([F:26])=[CH:28][CH:29]=1)=[O:7])#[N:3] |f:0.1|. Procedure: L14. (2S,4R)-4-(2-trifluoromethyl-benzenesulfonyl)-pyrrolidine-2-carboxylic acid cyanomethyl-amide hydrochloride from experiment K2 was coupled with 4-fluoro-benzoic acid in analogy to experiment A1 to give (2S,4R)-1-(4-fluoro-benzoyl)-4-(2-trifluoromethyl-benzenesulfonyl)-pyrrolidine-2-carboxylic acid cyanomethyl-amide as a colorless oil. MS: 484.1 [M+H]+.